Dataset: the Open Reaction Database (ORD), a public repository of structured organic reaction records. Task: describe an organic reaction: reactants, conditions, products, and yield The reactants are BrC1=C(C=CC=C1)O (2-bromophenol), ClC(C)(CCC(C)(C)Cl)C (2,5-dichloro-2,5-dimethylhexane). Procedure details: In a manner similar to that of Example 36(a), by reaction of 67.14 g (388.0 mmol) of 2-bromophenol with 71.10 g (388.0 mmol) of 2,5-dichloro-2,5-dimethylhexane, 86.13 g (78%) of the expected product are obtained in the form of a white solid with a melting point of 90–94° C. The product is BrC=1C(=CC=2C(CCC(C2C1)(C)C)(C)C)O (3-Bromo-5,5,8,8-tetramethyl-5,6,7,8-tetrahydro-2-naphthol). As a reaction SMILES: [Br:1][C:2]1[CH:7]=[CH:6][CH:5]=[CH:4][C:3]=1[OH:8].Cl[C:10]([CH3:18])([CH2:12][CH2:13][C:14](Cl)([CH3:16])[CH3:15])[CH3:11]>>[Br:1][C:2]1[C:3]([OH:8])=[CH:4][C:5]2[C:10]([CH3:18])([CH3:11])[CH2:12][CH2:13][C:14]([CH3:16])([CH3:15])[C:6]=2[CH:7]=1. The yield is 78.4%. Starting materials: ClC(=O)OCC(C)C (isobutyl chloroformate), N[C@@H]1CN(CC1)CC1=CC=CC=C1 ((S)-3-amino-1-benzylpyrrolidine), C(C)(C)(C)OC(=O)N[C@@H](C)C(=O)O (N-(tert-Butoxycarbonyl)-L-alanine), CN1CCOCC1 (N-methylmorpholine). The product is C(C1=CC=CC=C1)N1C[C@H](CC1)NC([C@H](C)NC(=O)OC(C)(C)C)=O (1-benzyl-3-(S)-[2-(S) (tert-butoxycarbonylamino)-propionylamino]pyrrolidine). The solvent is O (water), C(Cl)Cl (methylene chloride), C(Cl)Cl (methylene chloride), C(Cl)Cl (methylene chloride). Procedure details: N-(tert-Butoxycarbonyl)-L-alanine (12.8 g) was dissolved in methylene chloride (50 mL) and the solution cooled to -5° C., and treated with N-methylmorpholine (6.7 g). The resulting mixture was stirred and cooled to -5° to -10° C. and a cold (-5° C.) solution of isobutyl chloroformate (8.5 g) in methylene chloride (100 mL) added slowly while keeping the temperature at or below -5° C. The mixture was stirred for another 30 minutes at -5° to -10° C. To this mixture was then added a cold (0° C.) sol... The yield is 108.1%. Reaction SMILES: [C:1]([O:5][C:6]([NH:8][C@H:9]([C:11]([OH:13])=O)[CH3:10])=[O:7])([CH3:4])([CH3:3])[CH3:2].CN1CCOCC1.ClC(OCC(C)C)=O.[NH2:29][C@H:30]1[CH2:34][CH2:33][N:32]([CH2:35][C:36]2[CH:41]=[CH:40][CH:39]=[CH:38][CH:37]=2)[CH2:31]1>C(Cl)Cl.O>[CH2:35]([N:32]1[CH2:33][CH2:34][C@H:30]([NH:29][C:11](=[O:13])[C@@H:9]([NH:8][C:6]([O:5][C:1]([CH3:2])([CH3:3])[CH3:4])=[O:7])[CH3:10])[CH2:31]1)[C:36]1[CH:37]=[CH:38][CH:39]=[CH:40][CH:41]=1. Reaction conditions: temperature -5 celsius, time 2 hour.